Dataset: the Open Reaction Database (ORD), a public repository of structured organic reaction records. Task: describe an organic reaction: reactants, conditions, products, and yield Starting materials: CN(C)C(=O)Cl, ClCCl, CCOC(=O)c1cc(OC2CNC2)c2cc(C)oc2c1. Yields the product CCOC(=O)c1cc(OC2CN(C(=O)N(C)C)C2)c2cc(C)oc2c1. Reaction SMILES: [CH3:21][N:22]([C:23](=[O:24])[Cl:25])[CH3:26].[Cl:27][CH2:28][Cl:29].[NH:1]1[CH2:2][CH:3]([O:5][c:6]2[cH:7][c:8]([C:16](=[O:17])[O:18][CH2:19][CH3:20])[cH:9][c:10]3[c:11]2[cH:12][c:13]([CH3:15])[o:14]3)[CH2:4]1>>[N:1]1([C:23]([N:22]([CH3:21])[CH3:26])=[O:24])[CH2:2][CH:3]([O:5][c:6]2[cH:7][c:8]([C:16](=[O:17])[O:18][CH2:19][CH3:20])[cH:9][c:10]3[c:11]2[cH:12][c:13]([CH3:15])[o:14]3)[CH2:4]1. The reactants are COC(NC1=CC(=CC(=C1)C1=C2C=CN(C2=CC=C1)[Si](C(C)C)(C(C)C)C(C)C)C(=O)C1=CC(=NC(=C1)C)Cl)=O ([3-(2-chloro-6-methyl-pyridine-4-carbonyl)-5-(1-triisopropylsilanyl-1H-indol-4-yl)-phenyl]-carbamic acid methyl ester), C([O-])([O-])=O.[K+].[K+] (potassium carbonate), CB(O)O (methylboronic acid). The reagents and catalysts are C=1C=CC(=CC1)[P](C=2C=CC=CC2)(C=3C=CC=CC3)[Pd]([P](C=4C=CC=CC4)(C=5C=CC=CC5)C=6C=CC=CC6)([P](C=7C=CC=CC7)(C=8C=CC=CC8)C=9C=CC=CC9)[P](C=1C=CC=CC1)(C=1C=CC=CC1)C=1C=CC=CC1 (Pd(PPh3)4). Run in O1CCOCC1 (dioxane), O (water). Conditions: temperature 110 celsius. Product: COC(NC1=CC(=CC(=C1)C1=C2C=CN(C2=CC=C1)[Si](C(C)C)(C(C)C)C(C)C)C(=O)C1=CC(=NC(=C1)C)C)=O ([3-(2,6-dimethyl-pyridine-4-carbonyl)-5-(1-triisopropylsilanyl-1H-indol-4-yl)-phenyl]-carbamic acid methyl ester). Yield: 62.0%. RXN SMILES: [CH3:1][O:2][C:3](=[O:40])[NH:4][C:5]1[CH:10]=[C:9]([C:11]2[CH:19]=[CH:18][CH:17]=[C:16]3[C:12]=2[CH:13]=[CH:14][N:15]3[Si:20]([CH:27]([CH3:29])[CH3:28])([CH:24]([CH3:26])[CH3:25])[CH:21]([CH3:23])[CH3:22])[CH:8]=[C:7]([C:30]([C:32]2[CH:37]=[C:36]([CH3:38])[N:35]=[C:34](Cl)[CH:33]=2)=[O:31])[CH:6]=1.[C:41](=O)([O-])[O-].[K+].[K+].CB(O)O>O1CCOCC1.O.C1C=CC([P]([Pd]([P](C2C=CC=CC=2)(C2C=CC=CC=2)C2C=CC=CC=2)([P](C2C=CC=CC=2)(C2C=CC=CC=2)C2C=CC=CC=2)[P](C2C=CC=CC=2)(C2C=CC=CC=2)C2C=CC=CC=2)(C2C=CC=CC=2)C2C=CC=CC=2)=CC=1>[CH3:1][O:2][C:3](=[O:40])[NH:4][C:5]1[CH:10]=[C:9]([C:11]2[CH:19]=[CH:18][CH:17]=[C:16]3[C:12]=2[CH:13]=[CH:14][N:15]3[Si:20]([CH:27]([CH3:29])[CH3:28])([CH:24]([CH3:26])[CH3:25])[CH:21]([CH3:23])[CH3:22])[CH:8]=[C:7]([C:30]([C:32]2[CH:37]=[C:36]([CH3:38])[N:35]=[C:34]([CH3:41])[CH:33]=2)=[O:31])[CH:6]=1 |f:1.2.3,^1:61,63,82,101|. Procedure: To 0.100 g (0.174 mmol) [3-(2-chloro-6-methyl-pyridine-4-carbonyl)-5-(1-triisopropylsilanyl-1H-indol-4-yl)-phenyl]-carbamic acid methyl ester in 2.0 mL of anhydrous dioxane in a pressure tube was added 0.034 g (0.24 mmol) potassium carbonate and 0.015 g (0.24 mmol) methylboronic acid. The reaction mixture was degassed with argon and then 0.006 g (0.005 mmol) Pd(PPh3)4 was added. The reaction mixture was capped and heated at 110° C. for 24 hours. The reaction mixture was diluted with water and ex... Conditions: temperature 0 celsius. Procedure: A solution of 5-(aminomethyl)-N-{2,2,2-trifluoro-1-[3-(trifluoromethyl)phenyl]ethyl}-1-benzofuran-2-carboxamide (50 mg, 0.12 mmol) in dichloromethane (1 ml) was admixed with pyridine (0.01 ml) and cooled to 0° C. Then acetyl chloride (9 μl, 0.12 mmol) was added dropwise and the mixture was warmed up to room temperature overnight. The mixture was diluted with ethyl acetate and washed with hydrochloric acid (1 M). The organic phase was dried over sodium sulphate, filtered and concentrated under re... Run in ClCCl (dichloromethane), C(C)(=O)OCC (ethyl acetate). As a reaction SMILES: [NH2:1][CH2:2][C:3]1[CH:4]=[CH:5][C:6]2[O:10][C:9]([C:11]([NH:13][CH:14]([C:19]3[CH:24]=[CH:23][CH:22]=[C:21]([C:25]([F:28])([F:27])[F:26])[CH:20]=3)[C:15]([F:18])([F:17])[F:16])=[O:12])=[CH:8][C:7]=2[CH:29]=1.N1C=CC=CC=1.[C:36](Cl)(=[O:38])[CH3:37]>ClCCl.C(OCC)(=O)C>[C:36]([NH:1][CH2:2][C:3]1[CH:4]=[CH:5][C:6]2[O:10][C:9]([C:11]([NH:13][CH:14]([C:19]3[CH:24]=[CH:23][CH:22]=[C:21]([C:25]([F:28])([F:26])[F:27])[CH:20]=3)[C:15]([F:16])([F:17])[F:18])=[O:12])=[CH:8][C:7]=2[CH:29]=1)(=[O:38])[CH3:37]. Product: C(C)(=O)NCC=1C=CC2=C(C=C(O2)C(=O)NC(C(F)(F)F)C2=CC(=CC=C2)C(F)(F)F)C1 (5-(Acetamidomethyl)-N-{2,2,2-trifluoro-1-[3-(trifluoromethyl)phenyl]ethyl}-1-benzofuran-2-carboxamide). Reactants: NCC=1C=CC2=C(C=C(O2)C(=O)NC(C(F)(F)F)C2=CC(=CC=C2)C(F)(F)F)C1 (5-(aminomethyl)-N-{2,2,2-trifluoro-1-[3-(trifluoromethyl)phenyl]ethyl}-1-benzofuran-2-carboxamide), N1=CC=CC=C1 (pyridine), C(C)(=O)Cl (acetyl chloride). Procedure: 1-(4-chlorobenzyl)-4-piperidinamine (62 mg, 0.276 mmol) and N-(2-{[(2R)-2-methyloxiranyl]methoxy}phenyl)acetamide (61 mg, 0.276 mmol) in ethanol (1.5 ml) was stirred in a sealed vial at 80° C. for 4 hours. The reaction mixture was diluted with water and purified by reversed phase HPLC to give 130 mg (70%) of the title compound as a ditrifluoroacetate after lyophilisation. The optical purity was determined to 86% ee, by chiral HPLC on a Chiralpak AD-column. The yield is 105.6%. As a reaction SMILES: [Cl:1][C:2]1[CH:15]=[CH:14][C:5]([CH2:6][N:7]2[CH2:12][CH2:11][CH:10]([NH2:13])[CH2:9][CH2:8]2)=[CH:4][CH:3]=1.[CH3:16][C@:17]1([CH2:20][O:21][C:22]2[CH:27]=[CH:26][CH:25]=[CH:24][C:23]=2[NH:28][C:29](=[O:31])[CH3:30])[CH2:19][O:18]1>C(O)C.O>[Cl:1][C:2]1[CH:3]=[CH:4][C:5]([CH2:6][N:7]2[CH2:8][CH2:9][CH:10]([NH:13][CH2:19][C@:17]([OH:18])([CH3:16])[CH2:20][O:21][C:22]3[CH:27]=[CH:26][CH:25]=[CH:24][C:23]=3[NH:28][C:29](=[O:31])[CH3:30])[CH2:11][CH2:12]2)=[CH:14][CH:15]=1. Product: ClC1=CC=C(CN2CCC(CC2)NC[C@@](COC2=C(C=CC=C2)NC(C)=O)(C)O)C=C1 (N-(2-{(2R)-3-[1-(4-Chloro-benzyl)-piperidin-4-ylamino]-2-hydroxy-2-methyl-propoxy}-phenyl)-acetamide). The reactants are ClC1=CC=C(CN2CCC(CC2)N)C=C1 (1-(4-chlorobenzyl)-4-piperidinamine), C[C@]1(OC1)COC1=C(C=CC=C1)NC(C)=O (N-(2-{[(2R)-2-methyloxiranyl]methoxy}phenyl)acetamide). Run in C(C)O (ethanol), O (water). Conditions: time 15 minute. Procedure: [(2S)-8-methyl-2,3-dihydro[1,4]dioxino[2,3-f]quinolin-2-yl]methylamine hydrochloride (360 mg, 1.35 mmol) and compound I were suspended in anhydrous tetrahydrofuran (THF) containing triethylamine (1.8 mL) and HOBT (54 mg) with stirring for 15 min. The coupling reagent, DCC (300 mg) was added and stirring was continued overnight. The reaction mixture was filtered and the filtrate was diluted with water and extracted with ether. The ether layers were combined, dried (MgSO4), and evaporated under re... Run in O1CCCC1 (tetrahydrofuran), C(C)N(CC)CC (triethylamine). The reactants are Cl.CC1=NC2=CC=C3C(=C2C=C1)O[C@H](CO3)CN ([(2S)-8-methyl-2,3-dihydro[1,4]dioxino[2,3-f]quinolin-2-yl]methylamine hydrochloride), C1CCC(CC1)N=C=NC2CCCCC2 (DCC), FC=1C=C2C=3CCC(CC3NC2=CC1)C(=O)O (6-Fluoro-2,3,4,9-tetrahydro-1H-carbazole-2-carboxylic acid), C=1C=CC2=C(C1)N=NN2O (HOBT). Yields the product FC=1C=C2C=3CCC(CC3NC2=CC1)C(=O)NC[C@H]1COC=2C(=C3C=CC(=NC3=CC2)C)O1 (6-fluoro-N-{[(2S)-8-methyl-2,3-dihydro[1,4]dioxino[2,3-f]quinolin-2-yl]methyl}-2,3,4,9-tetrahydro-1H-carbazole-2-carboxamide). RXN SMILES: Cl.[CH3:2][C:3]1[CH:12]=[CH:11][C:10]2[C:5](=[CH:6][CH:7]=[C:8]3[O:16][CH2:15][C@H:14]([CH2:17][NH2:18])[O:13][C:9]3=2)[N:4]=1.[F:19][C:20]1[CH:21]=[C:22]2[C:30](=[CH:31][CH:32]=1)[NH:29][C:28]1[CH2:27][CH:26]([C:33](O)=[O:34])[CH2:25][CH2:24][C:23]2=1.C1C=CC2N(O)N=NC=2C=1.C1CCC(N=C=NC2CCCCC2)CC1>O1CCCC1.C(N(CC)CC)C>[F:19][C:20]1[CH:21]=[C:22]2[C:30](=[CH:31][CH:32]=1)[NH:29][C:28]1[CH2:27][CH:26]([C:33]([NH:18][CH2:17][C@@H:14]3[O:13][C:9]4=[C:10]5[C:5](=[CH:6][CH:7]=[C:8]4[O:16][CH2:15]3)[N:4]=[C:3]([CH3:2])[CH:12]=[CH:11]5)=[O:34])[CH2:25][CH2:24][C:23]2=1 |f:0.1|. Starting materials: O (water), CI (methyl iodide), N1=C2C(=CC=C1)CC1=C(O2)C=CC(=C1)CC(C)=O (5H-[1]benzopyrano[ 2,3-b]pyridin-7-yl-acetone). Run in [Na] (sodium), C(C)(C)O (isopropyl alcohol). Product: N1=C2C(=CC=C1)CC1=C(O2)C=CC(=C1)C(C(C)=O)C (3-(5H-[1]benzopyrano[2,3-b]pyridin-7-yl)-2-butanone). The yield is 74.8%. Reaction SMILES: [N:1]1[CH:6]=[CH:5][CH:4]=[C:3]2[CH2:7][C:8]3[CH:14]=[C:13]([CH2:15][C:16](=[O:18])[CH3:17])[CH:12]=[CH:11][C:9]=3[O:10][C:2]=12.O.[CH3:20]I>[Na].C(O)(C)C>[N:1]1[CH:6]=[CH:5][CH:4]=[C:3]2[CH2:7][C:8]3[CH:14]=[C:13]([CH:15]([CH3:20])[C:16](=[O:18])[CH3:17])[CH:12]=[CH:11][C:9]=3[O:10][C:2]=12 |^1:21|. Reported procedure: 24 g of 5H-[1]benzopyrano[ 2,3-b]pyridin-7-yl-acetone is dissolved in a solution of 2.5 g of metallic sodium in 120 ml of isopropyl alcohol at 50°-60°C with stirring. The solution is cooled to 40°C with water, 17.2 g of methyl iodide is added, and the mixture is stirred under reflux for 1 hour. The isopropyl alcohol is distilled off under reduced pressure, and the residue is dissolved in chloroform. After water cooling, the solution is dried over anhydrous magnesium sulfate and concentrated, and... Starting materials: C(C)(=O)OC=1C=2C=CC(=CC2C(CC1)(C)C)C#CC1=CC=C(C(=O)OCC)C=C1 (ethyl 4-[(5-acetoxy-7,8-dihydro-8,8-dimethylnaphth-2-yl)ethynyl]benzoate), C(C)(=O)OC=1C=2C=CC(=CC2C(CC1)(C)C)C#CC1=CC=C(C(=O)OCC)C=C1 (ethyl 4-[(5-acetoxy-7,8-dihydro-8,8-dimethylnaphth-2-yl)ethynyl]benzoate), CC1(CCC(C=2C=CC(=CC12)C#CC1=CC=C(C(=O)O)C=C1)=O)C (4-[(5,6,7,8-tetrahydro-8,8-dimethyl-5-oxonaphth-2-yl)ethynyl]benzoic acid), CC1(CCC(C=2C=CC(=CC12)C#CC1=CC=C(C(=O)O)C=C1)=O)C (4-[(5,6,7,8-tetrahydro-8,8-dimethyl-5-oxonaphth-2-yl)ethynyl]benzoic acid). Product: C(C)(=O)OC=1C=2C=CC(=CC2C(CC1)(C)C)C#CC1=CC=C(C(=O)O)C=C1 (4-[(5-acetoxy-7,8-dihydro-8,8-dimethylnaphth-2-yl)ethynyl]benzoic acid). As a reaction SMILES: [C:1]([O:4][C:5]1[C:6]2[CH:7]=[CH:8][C:9]([C:17]#[C:18][C:19]3[CH:29]=[CH:28][C:22]([C:23]([O:25]CC)=[O:24])=[CH:21][CH:20]=3)=[CH:10][C:11]=2[C:12]([CH3:16])([CH3:15])[CH2:13][CH:14]=1)(=[O:3])[CH3:2].CC1(C)C2C=C(C#CC3C=CC(C(O)=O)=CC=3)C=CC=2C(=O)CC1>>[C:1]([O:4][C:5]1[C:6]2[CH:7]=[CH:8][C:9]([C:17]#[C:18][C:19]3[CH:29]=[CH:28][C:22]([C:23]([OH:25])=[O:24])=[CH:21][CH:20]=3)=[CH:10][C:11]=2[C:12]([CH3:16])([CH3:15])[CH2:13][CH:14]=1)(=[O:3])[CH3:2]. Procedure details: Employing the same general procedure as for the preparation of ethyl 4-[(5-acetoxy-7,8-dihydro-8,8-dimethylnaphth-2-yl)ethynyl]benzoate (Compound 105), 274 mg (0.86 mmol) of 4-[(5,6,7,8-tetrahydro-8,8-dimethyl-5-oxonapth-2-yl)ethynyl]benzoic acid (Compound 7) was converted into the title compound (light yellow solid) using 0.22 ml (2.58 mmol) acetic anhydride and 84 mg (0.43 mmol) of p-toluenesulfonic acid.